Task: describe an organic reaction: reactants, conditions, products, and yield. Dataset: the Open Reaction Database (ORD), a public repository of structured organic reaction records Reported procedure: Starting from 1-cyclopropyl-6, 7-difluoro-1,4-dihydro-4-oxo-8-trifluoromethyl-3-quinolinecarboxylic acid (1.00 g, 3.0 mmol) and 2-(3-pyrrolidinyl)-benzenemethanamine, a procedure analogous to that given in Example 1 provided the title compound. The product is NCC1=C(C=CC=C1)C1CN(CC1)C1=C(C=C2C(C(=CN(C2=C1C(F)(F)F)C1CC1)C(=O)O)=O)F (7-[3-[2-(Aminomethyl) phenyl]-1-pyrrolidinyl]-1-cyclopropyl-6-fluoro-1,4-dihydro-4-oxo-8-(trifluoromethyl)-3-quinolinecarboxylic acid). As a reaction SMILES: [CH:1]1([N:4]2[C:13]3[C:8](=[CH:9][C:10]([F:19])=[C:11](F)[C:12]=3[C:14]([F:17])([F:16])[F:15])[C:7](=[O:20])[C:6]([C:21]([OH:23])=[O:22])=[CH:5]2)[CH2:3][CH2:2]1.[NH:24]1[CH2:28][CH2:27][CH:26]([C:29]2[CH:34]=[CH:33][CH:32]=[CH:31][C:30]=2[CH2:35][NH2:36])[CH2:25]1>>[NH2:36][CH2:35][C:30]1[CH:31]=[CH:32][CH:33]=[CH:34][C:29]=1[CH:26]1[CH2:27][CH2:28][N:24]([C:11]2[C:12]([C:14]([F:16])([F:15])[F:17])=[C:13]3[C:8]([C:7](=[O:20])[C:6]([C:21]([OH:23])=[O:22])=[CH:5][N:4]3[CH:1]3[CH2:3][CH2:2]3)=[CH:9][C:10]=2[F:19])[CH2:25]1. Reactants: C1(CC1)N1C=C(C(C2=CC(=C(C(=C12)C(F)(F)F)F)F)=O)C(=O)O (1-cyclopropyl-6, 7-difluoro-1,4-dihydro-4-oxo-8-trifluoromethyl-3-quinolinecarboxylic acid), N1CC(CC1)C1=C(C=CC=C1)CN (2-(3-pyrrolidinyl)-benzenemethanamine). Starting materials: C(#N)C1(CC1)C=1C=C(CN2C(=C(C3=CC(=CC=C23)C(=O)OCC=C)C)C)C=CC1 (allyl 1-(3-(1-cyanocyclopropyl)benzyl)-2,3-dimethyl-1H-indole-5-carboxylate), N1CCOCC1 (morpholine). Reagents/catalysts: C=1C=CC(=CC1)[P](C=2C=CC=CC2)(C=3C=CC=CC3)[Pd]([P](C=4C=CC=CC4)(C=5C=CC=CC5)C=6C=CC=CC6)([P](C=7C=CC=CC7)(C=8C=CC=CC8)C=9C=CC=CC9)[P](C=1C=CC=CC1)(C=1C=CC=CC1)C=1C=CC=CC1 (Pd(PPh3)4). The solvent is C1CCOC1 (THF). Reaction conditions: time 1 hour. Product: C(#N)C1(CC1)C=1C=C(CN2C(=C(C3=CC(=CC=C23)C(=O)O)C)C)C=CC1 (1-(3-(1-Cyanocyclopropyl)benzyl)-2,3-dimethyl-1H-indole-5-carboxylic acid). Reaction SMILES: [C:1]([C:3]1([C:6]2[CH:7]=[C:8]([CH:27]=[CH:28][CH:29]=2)[CH2:9][N:10]2[C:18]3[C:13](=[CH:14][C:15]([C:19]([O:21]CC=C)=[O:20])=[CH:16][CH:17]=3)[C:12]([CH3:25])=[C:11]2[CH3:26])[CH2:5][CH2:4]1)#[N:2].N1CCOCC1>C1COCC1.C1C=CC([P]([Pd]([P](C2C=CC=CC=2)(C2C=CC=CC=2)C2C=CC=CC=2)([P](C2C=CC=CC=2)(C2C=CC=CC=2)C2C=CC=CC=2)[P](C2C=CC=CC=2)(C2C=CC=CC=2)C2C=CC=CC=2)(C2C=CC=CC=2)C2C=CC=CC=2)=CC=1>[C:1]([C:3]1([C:6]2[CH:7]=[C:8]([CH:27]=[CH:28][CH:29]=2)[CH2:9][N:10]2[C:18]3[C:13](=[CH:14][C:15]([C:19]([OH:21])=[O:20])=[CH:16][CH:17]=3)[C:12]([CH3:25])=[C:11]2[CH3:26])[CH2:4][CH2:5]1)#[N:2] |^1:44,46,65,84|. Reported procedure: The mixture of allyl 1-(3-(1-cyanocyclopropyl)benzyl)-2,3-dimethyl-1H-indole-5-carboxylate (375 mg, 0.98 mmol) and morpholine (0.8 mL, 9.2 mmol) in THF (8 mL) was degassed and then Pd(PPh3)4 (117 mg, 0.10 mmol) was added. The mixture was stirred at room temperature for 1 h. The solvent was removed and the residue was dissolved in Methanol and acidified to pH 4. The precipitate was collected and washed with water to obtain the title compound. Starting materials: BrC1C(NC2=C(CCCC1)C=CC=C2)=O (3-bromo-1,3,4,5,6,7-hexahydro-1-benzazonin-2-one), [N-]=[N+]=[N-].[Na+] (sodium azide), ice water. The solvent is CS(=O)C (dimethylsulfoxide). Reaction conditions: time 30 minute. The product is N(=[N+]=[N-])C1C(NC2=C(CCCC1)C=CC=C2)=O (3-azido-1,3,4,5,6,7-hexahydro-1-benzazonin-2-one). RXN SMILES: Br[CH:2]1[CH2:10][CH2:9][CH2:8][CH2:7][C:6]2[CH:11]=[CH:12][CH:13]=[CH:14][C:5]=2[NH:4][C:3]1=[O:15].[N-:16]=[N+:17]=[N-:18].[Na+]>CS(C)=O>[N:16]([CH:2]1[CH2:10][CH2:9][CH2:8][CH2:7][C:6]2[CH:11]=[CH:12][CH:13]=[CH:14][C:5]=2[NH:4][C:3]1=[O:15])=[N+:17]=[N-:18] |f:1.2|. Procedure details: A solution of 3-bromo-1,3,4,5,6,7-hexahydro-1-benzazonin-2-one (14.2 g) and sodium azide (7.1 g) in dimethylsulfoxide (400 ml) is maintained at 80° under an atmosphere of nitrogen for 3 hours. The reaction mixture is poured into ice/water (1200 ml) and the suspension is stirred for 30 minutes. The solid is filtered off, washed with water (300 ml) and dried to give 3-azido-1,3,4,5,6,7-hexahydro-1-benzazonin-2-one. Reactants: ClC=1C=C2C(CCSC2=C(C1)OC)(O)C(=O)O (6-Chloro-4-hydroxy-8-methoxythiochromane-4-yl-carboxylic Acid), CCCCCCC (heptane). Run in C(C)(=O)OCC (ethyl acetate). Product: ClC=1C=C2[C@@](CCSC2=C(C1)OC)(O)C(=O)O ((R)-6-Chloro-4-hydroxy-8-methoxythiochromane-4-yl-carboxylic Acid). RXN SMILES: [Cl:1][C:2]1[CH:3]=[C:4]2[C:9](=[C:10]([O:12][CH3:13])[CH:11]=1)[S:8][CH2:7][CH2:6][C:5]2([C:15]([OH:17])=[O:16])[OH:14].CCCCCCC>C(OCC)(=O)C>[Cl:1][C:2]1[CH:3]=[C:4]2[C:9](=[C:10]([O:12][CH3:13])[CH:11]=1)[S:8][CH2:7][CH2:6][C@@:5]2([C:15]([OH:17])=[O:16])[OH:14]. Procedure details: The enantiomers of 6-chloro-4-hydroxy-8-methoxythiochromane-4-yl-carboxylic acid (3.00 g, 10.9 mmol; see step (v) above) were separated using chiral chromatography (Kromasil TBB; heptane:ethyl acetate:formnic acid) affording 1.13 g of the faster moving, not wanted S-enantiomer, and 1.19 g (79%) of the slower moving sub-title compound. ee=94.6% Starting materials: CCc1nc(-c2ccccc2)cn1-c1ccc(CCNC(=O)Oc2ccccc2)cc1, C1CCC2=NCCCN2CC1, Cc1ccc(S(N)(=O)=O)nc1, CC#N. Product: CCc1nc(-c2ccccc2)cn1-c1ccc(CCNC(=O)NS(=O)(=O)c2ccc(C)cn2)cc1. Reaction SMILES: [CH2:1]([CH3:2])[c:3]1[n:4](-[c:14]2[cH:15][cH:16][c:17]([CH2:20][CH2:21][NH:22][C:23]([O:24][c:25]3[cH:26][cH:27][cH:28][cH:29][cH:30]3)=[O:31])[cH:18][cH:19]2)[cH:5][c:6](-[c:8]2[cH:9][cH:10][cH:11][cH:12][cH:13]2)[n:7]1.[CH2:43]1[CH2:44][CH2:45][C:46]2=[N:51][CH2:50][CH2:49][CH2:48][N:47]2[CH2:52][CH2:53]1.[CH3:32][c:33]1[cH:34][cH:35][c:36]([S:39](=[O:40])(=[O:41])[NH2:42])[n:37][cH:38]1.[CH3:54][C:55]#[N:56]>>[CH2:1]([CH3:2])[c:3]1[n:4](-[c:14]2[cH:15][cH:16][c:17]([CH2:20][CH2:21][NH:22][C:23](=[O:31])[NH:42][S:39]([c:36]3[cH:35][cH:34][c:33]([CH3:32])[cH:38][n:37]3)(=[O:40])=[O:41])[cH:18][cH:19]2)[cH:5][c:6](-[c:8]2[cH:9][cH:10][cH:11][cH:12][cH:13]2)[n:7]1. The reactants are CC1=NNC(=C1)N (3-Methylpyrazol-5-amine), FC=1C=C(C=C(C1)F)C(CC(=O)OCC)=O (ethyl 3-(3,5-difluorophenyl)-3-oxopropanoate). The solvent is N1=CC=CC=C1 (pyridine). Product: FC=1C=C(C=C(C1)F)C1=CC(NC=2N1N=C(C2)C)=O (7-(3,5-difluorophenyl)-2-methylpyrazolo[1,5-a]pyrimidin-5(4H)-one). Yield: 36.8%. RXN SMILES: [CH3:1][C:2]1[CH:6]=[C:5]([NH2:7])[NH:4][N:3]=1.[F:8][C:9]1[CH:10]=[C:11]([C:16](=O)[CH2:17][C:18](OCC)=[O:19])[CH:12]=[C:13]([F:15])[CH:14]=1>N1C=CC=CC=1>[F:8][C:9]1[CH:10]=[C:11]([C:16]2[N:4]3[N:3]=[C:2]([CH3:1])[CH:6]=[C:5]3[NH:7][C:18](=[O:19])[CH:17]=2)[CH:12]=[C:13]([F:15])[CH:14]=1. Reported procedure: 3-Methylpyrazol-5-amine (526 mg) and ethyl 3-(3,5-difluorophenyl)-3-oxopropanoate (879 g) are stirred overnight in a pyridine (30 mL) solvent at 85° C. After cooling to room temperature, the reaction solvent is removed by distillation under reduced pressure. The remainder is extracted with ethyl acetate and water. The extracted organic layer is washed with brine and dehydrated with anhydrous MgSO4. The dehydrated organic layer is distilled under reduced pressure and purified by column chromatogr... Reactants: CC[O-].[Na+] (NaOEt), CCO (EtOH), C(C)C(C(=O)[O-])(C(=O)[O-])CC (diethylmalonate), CCO (EtOH), BrCC1CC1 (Bromo methyl cyclopropane). Conditions: time 8 hour. Yields the product C(C)OC(C(C(=O)OCC)CC1CC1)=O (2-Cyclopropylmethyl-malonic acid diethyl ester). As a reaction SMILES: [CH3:1][CH2:2][O-:3].[Na+].C([C:7]([CH2:14][CH3:15])([C:11]([O-:13])=O)[C:8]([O-:10])=[O:9])C.Br[CH2:17][CH:18]1CC1.[CH3:21][CH2:22]O>>[CH2:2]([O:3][C:11](=[O:13])[CH:7]([CH2:14][CH:15]1[CH2:22][CH2:21]1)[C:8]([O:10][CH2:17][CH3:18])=[O:9])[CH3:1] |f:0.1|. Procedure: A solution of NaOEt in EtOH (2.7 M, 2.6 mL, 6.9 mmol) is cooled at 0° C. and diethylmalonate (0.95 mL, 6.2 mmol) is added with another 1.5 mL of EtOH. Bromo methyl cyclopropane (0.67 mL, 6.9 mmol) is subsequently added. The resulting mixture is allowed to reach room temperature and stirred overnight. The mixture is then quenched with water and extracted with ether. The organic phase is dried and evaporated to give the desired product that is used as such.